This data is from the Open Reaction Database (ORD), a public repository of structured organic reaction records. The task is: describe an organic reaction: reactants, conditions, products, and yield Starting materials: COc1ccc(NN)cc1, Cl, N#CO[K], O. Product: COc1ccc(NNC(N)=O)cc1. RXN SMILES: [CH3:6][O:7][c:8]1[cH:9][cH:10][c:11]([NH:14][NH2:15])[cH:12][cH:13]1.[ClH:5].[K:1][O:2][C:3]#[N:4].[OH2:16]>>[O:2]=[C:3]([NH2:4])[NH:15][NH:14][c:11]1[cH:10][cH:9][c:8]([O:7][CH3:6])[cH:13][cH:12]1. Starting materials: azides, ClCCCS(=O)(=O)OCC([C@H](C(=O)OCCN1CCOCC1)OCC1=CC=CC=C1)(C)C (2-Morpholin-4-ylethyl (2R)-4-[(3-chloropropyl)sulfonyloxy]-3,3-dimethyl-2-(phenylmethoxy)butanoate), [N-]=[N+]=[N-].[Na+] (sodium azide). The solvent is CS(=O)C (dimethyl sulfoxide). Product: N(=[N+]=[N-])CCCS(=O)(=O)OCC([C@H](C(=O)OCCN1CCOCC1)OCC1=CC=CC=C1)(C)C (2-Morpholin-4-ylethyl (2R)-4-[(3-azidopropyl)sulfonyloxy]-3,3-dimethyl-2-(phenylmethoxy)butanoate). As a reaction SMILES: Cl[CH2:2][CH2:3][CH2:4][S:5]([O:8][CH2:9][C:10]([CH3:32])([CH3:31])[C@@H:11]([O:23][CH2:24][C:25]1[CH:30]=[CH:29][CH:28]=[CH:27][CH:26]=1)[C:12]([O:14][CH2:15][CH2:16][N:17]1[CH2:22][CH2:21][O:20][CH2:19][CH2:18]1)=[O:13])(=[O:7])=[O:6].[N-:33]=[N+:34]=[N-:35].[Na+]>CS(C)=O>[N:33]([CH2:2][CH2:3][CH2:4][S:5]([O:8][CH2:9][C:10]([CH3:32])([CH3:31])[C@@H:11]([O:23][CH2:24][C:25]1[CH:30]=[CH:29][CH:28]=[CH:27][CH:26]=1)[C:12]([O:14][CH2:15][CH2:16][N:17]1[CH2:22][CH2:21][O:20][CH2:19][CH2:18]1)=[O:13])(=[O:7])=[O:6])=[N+:34]=[N-:35] |f:1.2|. Procedure details: Following the general procedure for the preparation of azides of Description 16, 2-morpholin-4-ylethyl (2R)-4-[(3-chloropropyl)sulfonyloxy]-3,3-dimethyl-2-(phenylmethoxy)butanoate (26a) (0.41 g, 0.83 mmol) dissolved in 5 mL of anhydrous dimethyl sulfoxide (DMSO) was reacted with 0.12 g (1.7 mmol) of sodium azide (NaN3). After work-up, the crude material (26b) was used in the next step without further purification. MS (ESI) m/z 499.12 (M+H)+. Reactants: C(C)(=O)Cl (acetyl chloride), COC(=O)C=1OC2=C(C1)C=CC=C2 (2-benzofuranoic acid methyl ester), [Cl-].[Cl-].[Cl-].[Al+3] (aluminium trichloride). The solvent is C(=S)=S (carbon disulphide). The product is C(C)(=O)C=1C=CC2=C(C=C(O2)C(=O)OC)C1 (methyl 5-acetylbenzofuran-2-carboxylate). Reaction SMILES: [CH3:1][O:2][C:3]([C:5]1[O:6][C:7]2[CH:13]=[CH:12][CH:11]=[CH:10][C:8]=2[CH:9]=1)=[O:4].[C:14](Cl)(=[O:16])[CH3:15].[Cl-].[Cl-].[Cl-].[Al+3]>C(=S)=S>[C:14]([C:11]1[CH:12]=[CH:13][C:7]2[O:6][C:5]([C:3]([O:2][CH3:1])=[O:4])=[CH:9][C:8]=2[CH:10]=1)(=[O:16])[CH3:15] |f:2.3.4.5|. Procedure details: To a solution of 2-benzofuranoic acid methyl ester in carbon disulphide (240 ml) cooled to 5° C. was added acetyl chloride (70 ml) followed portionwise over 1 hour by aluminium trichloride (40 g). The mixture was heated under reflux for 42 hours before cooling and decanting the carbon disulphide. The residual complex was destroyed by the addition of iced water (50 ml) and 2N HCl (50 ml). The resulting mixture was extracted with ethyl acetate (3×200 ml). The organic layers were combined, washed w...